Dataset: the Open Reaction Database (ORD), a public repository of structured organic reaction records. Task: describe an organic reaction: reactants, conditions, products, and yield The product is FC1=C(C=C(C=C1)F)C1=C(C=CC=C1)C(C)N (1-(2′,5′-Difluoro-1,1′-biphenyl-2-yl)ethylamine). RXN SMILES: [F:1][C:2]1[CH:7]=[CH:6][C:5]([F:8])=[CH:4][C:3]=1[C:9]1[CH:14]=[CH:13][CH:12]=[CH:11][C:10]=1[C:15](=O)[CH3:16].C([O-])(=O)C.[NH4+].C([BH3-])#[N:24].[Na+]>CO>[F:1][C:2]1[CH:7]=[CH:6][C:5]([F:8])=[CH:4][C:3]=1[C:9]1[CH:14]=[CH:13][CH:12]=[CH:11][C:10]=1[CH:15]([NH2:24])[CH3:16] |f:1.2,3.4|. The solvent is CO (methanol). Starting materials: FC1=C(C=C(C=C1)F)C1=C(C=CC=C1)C(C)=O (1-(2′,5′-difluoro-1,1′-biphenyl-2-yl)ethanone), C(C)(=O)[O-].[NH4+] (ammonium acetate), C(#N)[BH3-].[Na+] (sodium cyanoborohydride). Reported procedure: The title compound was prepared from 1-(2′,5′-difluoro-1,1′-biphenyl-2-yl)ethanone (2.0 g, 8.6 mmol), anhydrous methanol (100 mL), ammonium acetate (13.3 g, 172 mmol), and sodium cyanoborohydride (1.08 g, 17.2 mmol) according to the procedure and in the same manner as described in Example 105, step b; Reactants: [OH-].[K+] (potassium hydroxide), OC1=C(C(N(C2=CC=CC=C12)N=CC1=CC=CC=C1)=O)C(=O)OCC (ethyl 4-hydroxy-2-oxo-1-{[phenylmethylene]amino}-1,2-dihydroquinoline-3-carboxylate). Solvent: O1CCOCC1 (1,4-dioxane). Yields the product NN1C(C=C(C2=CC=CC=C12)O)=O (1-amino-4-hydroxyquinolin-2(1H)-one). Yield: 91.0%. As a reaction SMILES: [OH-].[K+].[OH:3][C:4]1[C:13]2[C:8](=[CH:9][CH:10]=[CH:11][CH:12]=2)[N:7]([N:14]=CC2C=CC=CC=2)[C:6](=[O:22])[C:5]=1C(OCC)=O>O1CCOCC1>[NH2:14][N:7]1[C:8]2[C:13](=[CH:12][CH:11]=[CH:10][CH:9]=2)[C:4]([OH:3])=[CH:5][C:6]1=[O:22] |f:0.1|. Procedure details: To a solution of 25% by weight aqueous potassium hydroxide (200 mL) and 1,4-dioxane (50 mL) heated to 90-100° C. was added portion wise ethyl 4-hydroxy-2-oxo-1-{[phenylmethylene]amino}-1,2-dihydroquinoline-3-carboxylate (6.72 g, 20.0 mmol). The reaction mixture was heated at reflux for 90 minutes allowing distillation to occur and additional water and dioxane (30 mL each) were added to the reaction vessel to reach the original volume. The mixture was refluxed for an additional 90 minutes with di... Starting materials: ClC=1C=C(C=CC1Cl)C1(CN(CC1)C(C1=CC(=C(C(=C1)OC)OC)OC)=O)CCN1CCC(CC1)(C(=O)N)C1=CC=CC=C1 ((+)-1-[2-[3-(3,4-Dichloro-phenyl)-1-(3,4,5-trimethoxybenzoyl)-pyrrolidin-3-yl]-ethyl]-4-phenyl-piperidine-4-carboxylic acid amide), HCl(gas). Solvent: ClCCl (dichloromethane), ClCCl (dichloromethane). Run at time 1 hour. Product: Cl.ClC=1C=C(C=CC1Cl)C1(CN(CC1)C(C1=CC(=C(C(=C1)OC)OC)OC)=O)CCN1CCC(CC1)(C(=O)N)C1=CC=CC=C1 ((+)-1-[2-[3-(3,4-dichloro-phenyl)-1-(3,4,5-trimethoxy-benzoyl)-pyrrolidin-3-yl]-ethyl]-4-phenyl-piperidine-4-carboxylic acid amide hydrochloride). As a reaction SMILES: [Cl:1][C:2]1[CH:3]=[C:4]([C:9]2([CH2:28][CH2:29][N:30]3[CH2:35][CH2:34][C:33]([C:39]4[CH:44]=[CH:43][CH:42]=[CH:41][CH:40]=4)([C:36]([NH2:38])=[O:37])[CH2:32][CH2:31]3)[CH2:13][CH2:12][N:11]([C:14](=[O:27])[C:15]3[CH:20]=[C:19]([O:21][CH3:22])[C:18]([O:23][CH3:24])=[C:17]([O:25][CH3:26])[CH:16]=3)[CH2:10]2)[CH:5]=[CH:6][C:7]=1[Cl:8]>ClCCl>[ClH:1].[Cl:1][C:2]1[CH:3]=[C:4]([C:9]2([CH2:28][CH2:29][N:30]3[CH2:35][CH2:34][C:33]([C:39]4[CH:44]=[CH:43][CH:42]=[CH:41][CH:40]=4)([C:36]([NH2:38])=[O:37])[CH2:32][CH2:31]3)[CH2:13][CH2:12][N:11]([C:14](=[O:27])[C:15]3[CH:20]=[C:19]([O:21][CH3:22])[C:18]([O:23][CH3:24])=[C:17]([O:25][CH3:26])[CH:16]=3)[CH2:10]2)[CH:5]=[CH:6][C:7]=1[Cl:8] |f:2.3|. Reported procedure: (+)-1-[2-[3-(3,4-Dichloro-phenyl)-1-(3,4,5-trimethoxybenzoyl)-pyrrolidin-3-yl]-ethyl]-4-phenyl-piperidine-4-carboxylic acid amide (1.17 g, 96.8% ee, 1.828 mmol) was dissolved in dichloromethane (20 mL) and treated with a solution of dichloromethane saturated with HCl(gas) (20 mL). The solution was allowed to stir for 1 h. The solution was concentrated in vacuo to obtain a residue. The residue was dried under high vacuum at 56° C. for 18 h to afford the title compound: The reactants are Cl.ClCCN(CCCl)C(CC1=C(C=CC=C1)O)C1=CC=CC=C1 (N,N-bis(2-chloroethyl)-1-phenyl-2-(2-hydroxyphenyl)ethylamine hydrochloride), C1(CCCCC1)N (cyclohexylamine), C(O)([O-])=O.[Na+] (sodium hydrogen carbonate). RXN SMILES: [CH:1]1([NH2:7])[CH2:6][CH2:5][CH2:4][CH2:3][CH2:2]1.C(=O)([O-])O.[Na+].Cl.Cl[CH2:15][CH2:16][N:17]([CH:21]([C:30]1[CH:35]=[CH:34][CH:33]=[CH:32][CH:31]=1)[CH2:22][C:23]1[CH:28]=[CH:27][CH:26]=[CH:25][C:24]=1[OH:29])[CH2:18][CH2:19]Cl>C(O)C>[CH:1]1([N:7]2[CH2:15][CH2:16][N:17]([CH:21]([C:30]3[CH:31]=[CH:32][CH:33]=[CH:34][CH:35]=3)[CH2:22][C:23]3[CH:28]=[CH:27][CH:26]=[CH:25][C:24]=3[OH:29])[CH2:18][CH2:19]2)[CH2:6][CH2:5][CH2:4][CH2:3][CH2:2]1 |f:1.2,3.4|. Conditions: time 24 hour. Yields the product C1(CCCCC1)N1CCN(CC1)C(CC1=C(C=CC=C1)O)C1=CC=CC=C1 (1-Cyclohexyl-4-[1-phenyl-2-(2-hydroxyphenyl)-ethyl]piperazine), dihydrobromide. Procedure details: In ethanol (30 ml) are dissolved in N,N-bis(2-chloroethyl)-1-phenyl-2-(2-hydroxyphenyl)ethylamine hydrochloride (1.9 g) and cyclohexylamine (0.7 g) and thereto is added sodium hydrogen carbonate (1.4 g). The mixture is refluxed with stirring for 24 hours. After the reaction, the solvent is distilled off. To the residue is added a diluted aqueous ammonia and the alkaline solution is extracted with chloroform. The chloroform layer is washed with water, dried over anhydrous sodium sulfate, and the ... Run in C(C)O (ethanol).